Dataset: the Open Reaction Database (ORD), a public repository of structured organic reaction records. Task: describe an organic reaction: reactants, conditions, products, and yield The reactants are O=C(Cl)C1CCCCC1, Cn1c(=O)c2c(N)onc2n(C)c1=O, c1ccncc1. Product: Cn1c(=O)c2c(NC(=O)C3CCCCC3)onc2n(C)c1=O. Reaction SMILES: [CH:15]1([C:21](=[O:22])[Cl:23])[CH2:16][CH2:17][CH2:18][CH2:19][CH2:20]1.[NH2:1][c:2]1[o:3][n:4][c:5]2[n:6]([CH3:14])[c:7](=[O:13])[n:8]([CH3:12])[c:9](=[O:11])[c:10]12.[cH:24]1[cH:25][cH:26][n:27][cH:28][cH:29]1>>[NH:1]([c:2]1[o:3][n:4][c:5]2[n:6]([CH3:14])[c:7](=[O:13])[n:8]([CH3:12])[c:9](=[O:11])[c:10]12)[C:21]([CH:15]1[CH2:16][CH2:17][CH2:18][CH2:19][CH2:20]1)=[O:22]. The reactants are C(C=C)OC=1C=C(OC2=CC=C(CNC3=C(C(=CC=C3)[N+](=O)[O-])C)C=C2)C=CC1F (N-(4-(3-(allyloxy)-4-fluorophenoxy)benzyl)-N-(2-methyl-3-nitrophenyl)amine), FC1=C(CBr)C=CC(=C1)F (2,4-difluorobenzyl bromide). Yields the product C(C=C)OC=1C=C(OC2=CC=C(CN(C3=C(C(=CC=C3)[N+](=O)[O-])C)CC3=C(C=C(C=C3)F)F)C=C2)C=CC1F (N-(4-(3-(allyloxy)-4-fluorophenoxy)benzyl)-N-(2,4-difluorobenzyl)-N-(2-methyl-3-nitrophenyl)amine). RXN SMILES: [CH2:1]([O:4][C:5]1[CH:6]=[C:7]([CH:27]=[CH:28][C:29]=1[F:30])[O:8][C:9]1[CH:26]=[CH:25][C:12]([CH2:13][NH:14][C:15]2[CH:20]=[CH:19][CH:18]=[C:17]([N+:21]([O-:23])=[O:22])[C:16]=2[CH3:24])=[CH:11][CH:10]=1)[CH:2]=[CH2:3].[F:31][C:32]1[CH:39]=[C:38]([F:40])[CH:37]=[CH:36][C:33]=1[CH2:34]Br>>[CH2:1]([O:4][C:5]1[CH:6]=[C:7]([CH:27]=[CH:28][C:29]=1[F:30])[O:8][C:9]1[CH:26]=[CH:25][C:12]([CH2:13][N:14]([CH2:34][C:33]2[CH:36]=[CH:37][C:38]([F:40])=[CH:39][C:32]=2[F:31])[C:15]2[CH:20]=[CH:19][CH:18]=[C:17]([N+:21]([O-:23])=[O:22])[C:16]=2[CH3:24])=[CH:11][CH:10]=1)[CH:2]=[CH2:3]. Procedure details: The product from Example 305E and 2,4-difluorobenzyl bromide were processed as described in Example 6B to provide the title compound. MS (ESI+) m/z 535 (M+H)+.